Dataset: the Open Reaction Database (ORD), a public repository of structured organic reaction records. Task: describe an organic reaction: reactants, conditions, products, and yield The reactants are C(C)N1C(=NCC1)CCC1CCNCC1 (4-[2-(1-ethyl-4,5-dihydro-imidazol-2-yl)ethyl]piperidine), COC(N(C)C)OC (dimethylformamide dimethylacetal). The solvent is CO (methanol). The product is COC(N1CCC(CC1)CCC=1N(CCN1)CC)OC (4-[2-(1-ethyl-4,5-dihydro-imidazol-2-yl)ethyl]-1-piperidine carboxaldehyde dimethylacetal). As a reaction SMILES: [CH2:1]([N:3]1[CH2:7][CH2:6][N:5]=[C:4]1[CH2:8][CH2:9][CH:10]1[CH2:15][CH2:14][NH:13][CH2:12][CH2:11]1)[CH3:2].[CH3:16][O:17][CH:18]([O:22][CH3:23])N(C)C>CO>[CH3:16][O:17][CH:18]([O:22][CH3:23])[N:13]1[CH2:12][CH2:11][CH:10]([CH2:9][CH2:8][C:4]2[N:3]([CH2:1][CH3:2])[CH2:7][CH2:6][N:5]=2)[CH2:15][CH2:14]1. Reported procedure: A solution of 4-[2-(1-ethyl-4,5-dihydro-imidazol-2-yl)ethyl]piperidine (0.66 g, 0.0031M) in methanol (6 ml) and dimethylformamide dimethylacetal (6 ml) was heated at 90° C. for 6 hrs. Removal of the excess of dimethylformamide dimethylacetal gave 4-[2-(1-ethyl-4,5-dihydro-imidazol-2-yl)ethyl]-1-piperidine carboxaldehyde dimethylacetal. The solution of the piperidine carboxaldehyde dimethylacetal in chloroform (5 ml) was then added to a mixture of 6-aminopenicillanic acid (0.6 g, 0.0028M) and dii... Starting materials: FC1=NN(C=2C=C(C=C(C12)N)[Sn](C)(C)C)S(=O)(=O)C1=CC=CC=C1 (3-Fluoro-1-(phenylsulfonyl)-6-(trimethylstannanyl)-1H-indazol-4-amine), BrC1=C2C(=NC=C1)N(C(=C2)C)S(=O)(=O)C2=CC=CC=C2 (4-bromo-2-methyl-1-(phenylsulfonyl)-1H-pyrrolo[2,3-b]pyridine). Reagents/catalysts: C=1C=CC(=CC1)[P](C=2C=CC=CC2)(C=3C=CC=CC3)[Pd]([P](C=4C=CC=CC4)(C=5C=CC=CC5)C=6C=CC=CC6)([P](C=7C=CC=CC7)(C=8C=CC=CC8)C=9C=CC=CC9)[P](C=1C=CC=CC1)(C=1C=CC=CC1)C=1C=CC=CC1 (Pd(PPh3)4). Solvent: CN(C)C=O (DMF). Reaction conditions: temperature 120 celsius, time 80 minute. Product: FC1=NN(C=2C=C(C=C(C12)N)C1=C2C(=NC=C1)N(C(=C2)C)S(=O)(=O)C2=CC=CC=C2)S(=O)(=O)C2=CC=CC=C2 (3-Fluoro-6-[2-methyl-1-(phenylsulfonyl)-1H-pyrrolo[2,3-b]pyridin-4-yl]-1-(phenylsulfonyl)-1H-indazol-4-amine). RXN SMILES: [F:1][C:2]1[C:10]2[C:9]([NH2:11])=[CH:8][C:7]([Sn](C)(C)C)=[CH:6][C:5]=2[N:4]([S:16]([C:19]2[CH:24]=[CH:23][CH:22]=[CH:21][CH:20]=2)(=[O:18])=[O:17])[N:3]=1.Br[C:26]1[CH:31]=[CH:30][N:29]=[C:28]2[N:32]([S:36]([C:39]3[CH:44]=[CH:43][CH:42]=[CH:41][CH:40]=3)(=[O:38])=[O:37])[C:33]([CH3:35])=[CH:34][C:27]=12>C1C=CC([P]([Pd]([P](C2C=CC=CC=2)(C2C=CC=CC=2)C2C=CC=CC=2)([P](C2C=CC=CC=2)(C2C=CC=CC=2)C2C=CC=CC=2)[P](C2C=CC=CC=2)(C2C=CC=CC=2)C2C=CC=CC=2)(C2C=CC=CC=2)C2C=CC=CC=2)=CC=1.CN(C=O)C>[F:1][C:2]1[C:10]2[C:9]([NH2:11])=[CH:8][C:7]([C:26]3[CH:31]=[CH:30][N:29]=[C:28]4[N:32]([S:36]([C:39]5[CH:44]=[CH:43][CH:42]=[CH:41][CH:40]=5)(=[O:37])=[O:38])[C:33]([CH3:35])=[CH:34][C:27]=34)=[CH:6][C:5]=2[N:4]([S:16]([C:19]2[CH:24]=[CH:23][CH:22]=[CH:21][CH:20]=2)(=[O:18])=[O:17])[N:3]=1 |^1:48,50,69,88|. Reported procedure: 3-Fluoro-1-(phenylsulfonyl)-6-(trimethylstannanyl)-1H-indazol-4-amine (660 mg), Pd(PPh3)4 (168 mg) and 4-bromo-2-methyl-1-(phenylsulfonyl)-1H-pyrrolo[2,3-b]pyridine (613 mg) were weighed into a microwave vial and DMF (10 ml) was added. The mixture was heated to 120° C. overnight. The mixture was then cooled to RT and the solvent was removed in vacuo. The crude material was dried in a vacuum oven overnight. The resulting dark brown oil was purified by FlashMaster II. The crude material was dissol... Reactants: 5-(S)-Thioamidomethyloxazolidinones, NC[C@H]1CN(C(O1)=O)C1=CC(=C(C=C1)S(=O)C)F (5-(S)-aminomethyl-3-[4′-methylsulfinyl-3′-fluorophenyl]oxazolidine-2-one), C(C)(=S)SCC (ethyl dithioacetate). Solvent: CN(C)C=O (DMF). Product: C(C)(=S)NC[C@H]1CN(C(O1)=O)C1=CC(=C(C=C1)S(=O)C)F (5-(S)-Thioacetamidomethyl-3-[4′-methylsulfinyl-3′-fluorophenyl]oxazolidine-2-one). RXN SMILES: [NH2:1][CH2:2][C@@H:3]1[O:7][C:6](=[O:8])[N:5]([C:9]2[CH:14]=[CH:13][C:12]([S:15]([CH3:17])=[O:16])=[C:11]([F:18])[CH:10]=2)[CH2:4]1.[C:19](SCC)(=[S:21])[CH3:20]>CN(C=O)C>[C:19]([NH:1][CH2:2][C@@H:3]1[O:7][C:6](=[O:8])[N:5]([C:9]2[CH:14]=[CH:13][C:12]([S:15]([CH3:17])=[O:16])=[C:11]([F:18])[CH:10]=2)[CH2:4]1)(=[S:21])[CH3:20]. Reported procedure: Prepared analogously to the Method A of General Methods of Preparation of 5-(S)-Thioamidomethyloxazolidinones (Example 1) from 5-(S)-aminomethyl-3-[4′-methylsulfinyl-3′-fluorophenyl]oxazolidine-2-one (0.050 g, 0.184 mmol) and ethyl dithioacetate. Reaction was performed in DMF overnight. Yield 0.058 g (96%). M.p 158-60° C. MS (m/z): [M+H]+=331. The reactants are CSC(C=NO)(C)C (2-methylthio-2-methylpropionaldoxime), CN(C(=O)Cl)SC(C)(C)CCl (N-methyl-N-(2-chloromethyl-2-propanesulfenyl)carbamoyl chloride). Solvent: C(C)N(CC)CC (triethylamine). Yields the product CN(C(=O)ON=CC(C)(C)SC)SC(C)(C)CCl (2-Methylthio-2-methylpropionaldehyde O-[N-methyl-N-(2-chloromethyl-2-propanesulfenyl)carbamoyl] oxime). RXN SMILES: [CH3:1][S:2][C:3]([CH3:8])([CH3:7])[CH:4]=[N:5][OH:6].[CH3:9][N:10]([S:14][C:15]([CH2:18][Cl:19])([CH3:17])[CH3:16])[C:11](Cl)=[O:12]>C(N(CC)CC)C>[CH3:9][N:10]([S:14][C:15]([CH2:18][Cl:19])([CH3:17])[CH3:16])[C:11]([O:6][N:5]=[CH:4][C:3]([S:2][CH3:1])([CH3:8])[CH3:7])=[O:12]. Reported procedure: Prepared as in Example I by reacting 2-methylthio-2-methylpropionaldoxime with N-methyl-N-(2-chloromethyl-2-propanesulfenyl)carbamoyl chloride in the presence of triethylamine as an acid acceptor. The product was isolated as an oil. The reactants are BrC=1C=C(C=O)C=C(C1O)O (3-bromo-4,5-dihydroxybenzaldehyde), [F-].[K+] (KF), O=P12OP3(=O)OP(=O)(O1)OP(=O)(O2)O3 (P2O5), C(Br)Br (CH2Br2). Run in CN(C)C=O (DMF). The product is BrC=1C=C(C=O)C=C2C1OCO2 (3-bromo-4,5-methylenedioxybenzaldehyde). Isolated yield 76.0%. As a reaction SMILES: [Br:1][C:2]1[CH:3]=[C:4]([CH:7]=[C:8]([OH:11])[C:9]=1[OH:10])[CH:5]=[O:6].[F-].[K+].O=P12OP3(OP(OP(O3)(O1)=O)(=O)O2)=O.[CH2:28](Br)Br>CN(C=O)C>[Br:1][C:2]1[CH:3]=[C:4]([CH:7]=[C:8]2[O:11][CH2:28][O:10][C:9]=12)[CH:5]=[O:6] |f:1.2|. Reported procedure: To a stirred solution of 3-bromo-4,5-dihydroxybenzaldehyde (10.50 g, 48.38 mmol) in DMF (145 mL) was added anhydrous KF (14.02 g, 241.9 mmol, dried for 24 hours under high vacuum/P2O5). After 15 minutes CH2Br2 was added all at once and the resulting mixture heated to 100–105° C. for 4 hours. The mixture was evaporated under reduced pressure and the residue was taken up in ether and water. The layers were separated, the aqueous layer was washed with ether (3×). The combined ether layers were wash... The reactants are N#N (N2), FC(C=1C=C(C=CC1)C1=NC2=C(N1)C=CC=C2N)(F)F (2-(3-(trifluoromethyl)phenyl)-1H-benzo[d]imidazol-4-amine), C(C1=CN=CC=C1)=O (nicotinaldehyde), [BH-](OC(=O)C)(OC(=O)C)OC(=O)C.[Na+] (NaBH(OAc)3), C(=O)(O)[O-].[Na+] (NaHCO3). The solvent is ClCCCl (1,2-dichloroethane). The product is N1=CC(=CC=C1)CNC1=CC=CC=2NC(=NC21)C2=CC(=CC=C2)C(F)(F)F (N-(pyridin-3-ylmethyl)-2-(3-(trifluoromethyl)phenyl)-1H-benzo[d]imidazol-4-amine). Yield: 46.0%. RXN SMILES: [F:1][C:2]([F:20])([F:19])[C:3]1[CH:4]=[C:5]([C:9]2[NH:13][C:12]3[CH:14]=[CH:15][CH:16]=[C:17]([NH2:18])[C:11]=3[N:10]=2)[CH:6]=[CH:7][CH:8]=1.[CH:21](=O)[C:22]1[CH:27]=[CH:26][CH:25]=[N:24][CH:23]=1.[BH-](OC(C)=O)(OC(C)=O)OC(C)=O.[Na+].N#N.C([O-])(O)=O.[Na+]>ClCCCl>[N:24]1[CH:25]=[CH:26][CH:27]=[C:22]([CH2:21][NH:18][C:17]2[C:11]3[N:10]=[C:9]([C:5]4[CH:6]=[CH:7][CH:8]=[C:3]([C:2]([F:1])([F:19])[F:20])[CH:4]=4)[NH:13][C:12]=3[CH:14]=[CH:15][CH:16]=2)[CH:23]=1 |f:2.3,5.6|. Reported procedure: A mixture containing 2-(3-(trifluoromethyl)phenyl)-1H-benzo[d]imidazol-4-amine (13; 120 mg, 0.43 mmol), nicotinaldehyde (16; 51 mg, 0.47 mmol) and NaBH(OAc)3 (143 mg, 0.67 mmol) in 1,2-dichloroethane (10 mL) was stirred at room temperature for 12 h under an inert atmosphere of N2. Saturated aqueous NaHCO3 (10 mL) was added and the mixture was extracted with ethyl acetate (3×15 mL). The combined organic layers were dried (Na2SO4) and concentrated under reduced pressure. The resulting residue was ... Reactants: O=C([O-])[O-], O=C(O)C1NCC2CCCCC21, O=S(=O)(Cl)c1cc(Cl)cc(Cl)c1, Cl, [Na+], [Na+], O. The product is O=C(O)C1C2CCCCC2CN1S(=O)(=O)c1cc(Cl)cc(Cl)c1. As a reaction SMILES: [C:13](=[O:14])([O-:15])[O-:16].[CH:1]1([C:10](=[O:11])[OH:12])[NH:2][CH2:3][CH:4]2[CH2:5][CH2:6][CH2:7][CH2:8][CH:9]12.[Cl:19][c:20]1[cH:21][c:22]([S:27](=[O:28])(=[O:29])[Cl:30])[cH:23][c:24]([Cl:26])[cH:25]1.[ClH:31].[Na+:17].[Na+:18].[OH2:32]>>[CH:1]1([C:10](=[O:11])[OH:12])[N:2]([S:27]([c:22]2[cH:21][c:20]([Cl:19])[cH:25][c:24]([Cl:26])[cH:23]2)(=[O:28])=[O:29])[CH2:3][CH:4]2[CH2:5][CH2:6][CH2:7][CH2:8][CH:9]12. Run in CC(=O)C (acetone). Procedure: 4-(3,4-Dichlorophenoxy)piperidine (4.15 g) was dissolved in acetone (80 ml). Potassium carbonate (2.42 g), sodium iodide (0.49 g) and then methyl 4-bromobutyrate (1.95 ml) were added and the mixture was stirred for 42 h. The solvent, was evaporated and the residue was partitioned between water and ethyl acetate. The aqueous phase was extracted with ethyl acetate. The organic phases were dried (MgSO4), filtered and evaporated and the residue was chromatographed eluting with ethyl acetate: triethy... Product: ClC=1C=C(OC2CCN(CC2)CCCC(=O)OC)C=CC1Cl (methyl 4-(3,4-dichlorophenoxy)-1-piperidinebutanoate). Run at time 42 hour. Reactants: C([O-])([O-])=O.[K+].[K+] (Potassium carbonate), [I-].[Na+] (sodium iodide), BrCCCC(=O)OC (methyl 4-bromobutyrate), ClC=1C=C(OC2CCNCC2)C=CC1Cl (4-(3,4-Dichlorophenoxy)piperidine). As a reaction SMILES: [Cl:1][C:2]1[CH:3]=[C:4]([CH:12]=[CH:13][C:14]=1[Cl:15])[O:5][CH:6]1[CH2:11][CH2:10][NH:9][CH2:8][CH2:7]1.C(=O)([O-])[O-].[K+].[K+].[I-].[Na+].Br[CH2:25][CH2:26][CH2:27][C:28]([O:30][CH3:31])=[O:29]>CC(C)=O>[Cl:1][C:2]1[CH:3]=[C:4]([CH:12]=[CH:13][C:14]=1[Cl:15])[O:5][CH:6]1[CH2:11][CH2:10][N:9]([CH2:25][CH2:26][CH2:27][C:28]([O:30][CH3:31])=[O:29])[CH2:8][CH2:7]1 |f:1.2.3,4.5|. Starting materials: C(C)I (ethyl iodide), solution, [Li+].CC(C)[N-]C(C)C (LDA), CCCCCC (hexane), [Li+].CC(C)[N-]C(C)C (LDA), ClC1=CC(=NC=C1)C (4-chloro-2-picoline), [N+](=O)(O)[O-] (nitric acid). Procedure details: A 1.5M solution of LDA in hexane (100 mL, 150 mmol) was cooled to -60° C. in an isopropyl alcohol/dry ice bath. To the stirred LDA solution, under nitrogen, was added, dropwise over a 0.5 hours period, a solution of 17.466 g (137 mmol) of 4-chloro-2-picoline (the product of Step 1 of Example 58) in 80 mL of dry THF. The reaction mixture was stirred for 0.5 hours at -60° C. and then a solution of 10.95 mL (137 mmol) of ethyl iodide in 30 mL of dry THF was added, dropwise over a 20 minute period. ... Run in C1CCOC1 (THF), C1CCOC1 (THF). Reaction conditions: temperature -60 celsius, time 0.5 hour. RXN SMILES: [Li+].[CH3:2][CH:3]([N-]C(C)C)C.CCCCCC.[Cl:15][C:16]1[CH:21]=[CH:20][N:19]=[C:18]([CH3:22])[CH:17]=1.[N+]([O-])(O)=O.C(I)C>C1COCC1>[Cl:15][C:16]1[CH:21]=[CH:20][N:19]=[C:18]([CH2:22][CH2:2][CH3:3])[CH:17]=1 |f:0.1|. Yield: 60.0%. Product: ClC1=CC(=NC=C1)CCC (4-Chloro-2-propyl-pyridine). Reactants: CNCCN1CCCCC1CCN(C)C, O=C1Nc2cccnc2N(C(=O)Cl)c2ccccc21. The product is CN(C)CCC1CCCCN1CCN(C)C(=O)N1c2ccccc2C(=O)Nc2cccnc21. RXN SMILES: [CH3:20][N:21]([CH2:22][CH2:23][CH:24]1[N:25]([CH2:30][CH2:31][NH:32][CH3:33])[CH2:26][CH2:27][CH2:28][CH2:29]1)[CH3:34].[Cl:1][C:2](=[O:3])[N:4]1[c:5]2[c:6]([cH:16][cH:17][cH:18][n:19]2)[NH:7][C:8](=[O:15])[c:9]2[c:10]1[cH:11][cH:12][cH:13][cH:14]2>>[C:2](=[O:3])([N:4]1[c:5]2[c:6]([cH:16][cH:17][cH:18][n:19]2)[NH:7][C:8](=[O:15])[c:9]2[c:10]1[cH:11][cH:12][cH:13][cH:14]2)[N:32]([CH2:31][CH2:30][N:25]1[CH:24]([CH2:23][CH2:22][N:21]([CH3:20])[CH3:34])[CH2:29][CH2:28][CH2:27][CH2:26]1)[CH3:33].